Task: describe an organic reaction: reactants, conditions, products, and yield. Dataset: the Open Reaction Database (ORD), a public repository of structured organic reaction records Reactants: C1(CC1)C1=NN(C(=C1)C1CC1)C1=C(C=C(C=C1)[N+](=O)[O-])F (3,5-dicyclopropyl-1-(2-fluoro-4-nitrophenyl)-1H-pyrazole), C(=O)([O-])[O-].[K+].[K+] (K2CO3), ClC1=NC=C(C=C1)[N+](=O)[O-] (2-chloro-5-nitro pyridine). The solvent is CS(=O)C (DMSO). Run at time 2 hour. Product: C1(CC1)C1=NN(C(=C1)C1CC1)C1=NC=C(C=C1)[N+](=O)[O-] (2-(3,5-dicyclopropyl-1H-pyrazol-1-yl)-5-nitropyridine). Yield: 20.7%. RXN SMILES: [CH:1]1([C:4]2[CH:8]=[C:7]([CH:9]3[CH2:11][CH2:10]3)[N:6]([C:12]3[CH:17]=[CH:16][C:15]([N+:18]([O-:20])=[O:19])=[CH:14]C=3F)[N:5]=2)[CH2:3][CH2:2]1.C([O-])([O-])=O.[K+].[K+].ClC1C=CC([N+]([O-])=O)=C[N:30]=1>CS(C)=O>[CH:1]1([C:4]2[CH:8]=[C:7]([CH:9]3[CH2:10][CH2:11]3)[N:6]([C:12]3[CH:17]=[CH:16][C:15]([N+:18]([O-:20])=[O:19])=[CH:14][N:30]=3)[N:5]=2)[CH2:2][CH2:3]1 |f:1.2.3|. Reported procedure: A solution of intermediate 3 (8.0 g, 54.05 mmol) and K2CO3 (27.96 g, 202.6 mmol) in DMSO (60 mL) was heated at 110° C. under nitrogen for 0.5 h. To the mixture, 2-chloro-5-nitro pyridine (12.8 g, 80.75 mmol) was added and stirred at the same temperature for 2 h. Work-up (H2O/AcOEt) and purification afforded the title compound (3.03 g). 1H-NMR (δ ppm, CDCl3, 400 MHz): 9.24 (d, J 2.6, 1H), 8.51 (dd, J 2.6, 9.9, 1H), 8.10 (d, J 9.2, 1H), 5.72 (s, 1H), 2.90-2.75 (m, 1H), 1.99-1.90 (m, 1H), 1.06-0.93... Reactants: C1CCOC1, COC(=O)c1ccc2c(c1)CC(C)N(C)C2=O, c1ccc([SiH2]c2ccccc2)cc1. Product: COC(=O)c1ccc2c(c1)CC(C)N(C)C2. RXN SMILES: [CH2:31]1[O:32][CH2:33][CH2:34][CH2:35]1.[CH3:1][N:2]1[C:3](=[O:17])[c:4]2[cH:5][cH:6][c:7]([C:13](=[O:14])[O:15][CH3:16])[cH:8][c:9]2[CH2:10][CH:11]1[CH3:12].[c:18]1([SiH2:19][c:20]2[cH:21][cH:22][cH:23][cH:24][cH:25]2)[cH:26][cH:27][cH:28][cH:29][cH:30]1>>[CH3:1][N:2]1[CH2:3][c:4]2[cH:5][cH:6][c:7]([C:13](=[O:14])[O:15][CH3:16])[cH:8][c:9]2[CH2:10][CH:11]1[CH3:12]. Starting materials: FC(C=1C=C(C(=O)NC2=CC(=C(C=C2)C)NC2=NC=CC(=N2)C=2C=NC=NC2)C=CC1CN1CCN(CC1)C)F (3-difluoromethyl-4-(4-methylpiperazin-1-ylmethyl)-N-{4-methyl-3-[4-(5-pyrimidinyl)pyrimidin-2-ylamino]phenyl}benzamide), Cl (hydrochloric acid). The solvent is C(C)O (ethanol). Reaction conditions: temperature 70 celsius. Yields the product Cl.FC(C=1C=C(C(=O)NC2=CC(=C(C=C2)C)NC2=NC=CC(=N2)C=2C=NC=NC2)C=CC1CN1CCN(CC1)C)F (3-difluoromethyl-4-(4-methylpiperazin-1-ylmethyl)-N-{4-methyl-3-[4-(5-pyrimidinyl)pyrimidin-2-ylamino]phenyl}benzamide hydrochloride). RXN SMILES: [F:1][CH:2]([F:40])[C:3]1[CH:4]=[C:5]([CH:29]=[CH:30][C:31]=1[CH2:32][N:33]1[CH2:38][CH2:37][N:36]([CH3:39])[CH2:35][CH2:34]1)[C:6]([NH:8][C:9]1[CH:14]=[CH:13][C:12]([CH3:15])=[C:11]([NH:16][C:17]2[N:22]=[C:21]([C:23]3[CH:24]=[N:25][CH:26]=[N:27][CH:28]=3)[CH:20]=[CH:19][N:18]=2)[CH:10]=1)=[O:7].[ClH:41]>C(O)C>[ClH:41].[F:40][CH:2]([F:1])[C:3]1[CH:4]=[C:5]([CH:29]=[CH:30][C:31]=1[CH2:32][N:33]1[CH2:38][CH2:37][N:36]([CH3:39])[CH2:35][CH2:34]1)[C:6]([NH:8][C:9]1[CH:14]=[CH:13][C:12]([CH3:15])=[C:11]([NH:16][C:17]2[N:22]=[C:21]([C:23]3[CH:28]=[N:27][CH:26]=[N:25][CH:24]=3)[CH:20]=[CH:19][N:18]=2)[CH:10]=1)=[O:7] |f:3.4|. Procedure: 2.66 g of 3-difluoromethyl-4-(4-methylpiperazin-1-ylmethyl)-N-{4-methyl-3-[4-(5-pyrimidinyl)pyrimidin-2-ylamino]phenyl}benzamide (Example 1) was suspended in 26 ml of ethanol and 4.88 ml of 1 N hydrochloric acid was added thereto, and then the mixture was stirred with heating in a hot bath at 70° C. and dissolved. The solvent was distilled off under reduced pressure, and then the crude crystals were washed with ethanol to obtain 2.80 g of the objective compound. The reactants are N1=CC=C(C=C1)N1CCC(CC1)C(=O)O (1-(pyridin-4-yl)piperidine-4-carboxylic acid), B.O1CCCC1 (borane tetrahydrofuran), ice water. Run in O1CCCC1 (tetrahydrofuran). Conditions: time 12 hour. The product is OCC1CCN(CC1)C1=CC=NC=C1 (4-Hydroxymethyl-1-(pyridin-4-yl)piperidine). Reaction SMILES: [N:1]1[CH:6]=[CH:5][C:4]([N:7]2[CH2:12][CH2:11][CH:10]([C:13](O)=[O:14])[CH2:9][CH2:8]2)=[CH:3][CH:2]=1.B.O1CCCC1>O1CCCC1>[OH:14][CH2:13][CH:10]1[CH2:9][CH2:8][N:7]([C:4]2[CH:5]=[CH:6][N:1]=[CH:2][CH:3]=2)[CH2:12][CH2:11]1 |f:1.2|. Reported procedure: Under an argon atmosphere, to a solution of 1-(pyridin-4-yl)piperidine-4-carboxylic acid (Tetrahedron, vol. 44, No. 23, page 7095 (1988)) (500 mg) in tetrahydrofuran (5 ml) was added 1M borane-tetrahydrofuran solution (14.5 ml) with ice-cooling, and the mixture was stirred at room temperature for 12 hours. After completion of the reaction, the reaction mixture was poured into ice water and extracted with ethyl acetate. The organic layer was washed successively with water and saturated brine, and... Starting materials: [N+](=O)([O-])C=1C=C(C=CC(=O)CC(=O)OC2CC(CC(C2)C)(C)C)C=CC1 (3,3,5-trimethylcyclohexyl 2-(3-nitrobenzylidene)acetylacetate), N\C(=C/C(=O)OCC)\C (ethyl 3-aminocrotonate), C(C)O (ethanol). Reaction conditions: temperature -5 celsius. Product: CC=1NC(=C(C(C1C(=O)OC1CC(CC(C1)C)(C)C)C1=CC(=CC=C1)[N+](=O)[O-])C(=O)OCC)C (3,3,5-trimethylcyclohexyl 2,6-dimethyl-5-ethoxycarbonyl-4-(3-nitrophenyl)-1,4-dihydropyridine-3-carboxylate). The yield is 37.0%. RXN SMILES: [N+:1]([C:4]1[CH:5]=[C:6](C=C[CH:26]=1)[CH:7]=[CH:8][C:9]([CH2:11][C:12]([O:14][CH:15]1[CH2:20][CH:19]([CH3:21])[CH2:18][C:17]([CH3:23])([CH3:22])[CH2:16]1)=[O:13])=O)([O-:3])=[O:2].[NH2:27]/[C:28](/[CH3:35])=[CH:29]\[C:30]([O:32][CH2:33][CH3:34])=[O:31].[CH2:36](O)[CH3:37]>>[CH3:36][C:37]1[NH:27][C:28]([CH3:35])=[C:29]([C:30]([O:32][CH2:33][CH3:34])=[O:31])[CH:9]([C:8]2[CH:7]=[CH:6][CH:5]=[C:4]([N+:1]([O-:3])=[O:2])[CH:26]=2)[C:11]=1[C:12]([O:14][CH:15]1[CH2:20][CH:19]([CH3:21])[CH2:18][C:17]([CH3:22])([CH3:23])[CH2:16]1)=[O:13]. Reported procedure: 21.87 g (0.06 moles) of 3,3,5-trimethylcyclohexyl 2-(3-nitrobenzylidene)acetylacetate and 7.84 g (0.06 moles) of ethyl 3-aminocrotonate are heated under reflux in 60 ml of ethanol for 8 hours. The solution is then cooled to -5° C. to obtain 3,3,5-trimethylcyclohexyl 2,6-dimethyl-5-ethoxycarbonyl-4-(3-nitrophenyl)-1,4-dihydropyridine-3-carboxylate as yellow crystals melting--after recrystallisation in ethanol--at 125°-129° C. The yield is 37% of the theoretical yield.